The task is: describe an organic reaction: reactants, conditions, products, and yield. This data is from the Open Reaction Database (ORD), a public repository of structured organic reaction records. Reactants: BrC1=CC=C(C=2N=C(OC21)N2CCCCC2)OC (7-bromo-4-methoxy-2-(piperidin-1-yl)-benzooxazole). Run in C(C)OCC (diethyl ether). Product: BrC=1C=CC(=C2N=C(OC21)N2CCCCC2)O (7-Bromo-2-(piperidin-1-yl)-benzooxazol-4-ol). The yield is 86.8%. RXN SMILES: [Br:1][C:2]1[C:10]2[O:9][C:8]([N:11]3[CH2:16][CH2:15][CH2:14][CH2:13][CH2:12]3)=[N:7][C:6]=2[C:5]([O:17]C)=[CH:4][CH:3]=1>C(OCC)C>[Br:1][C:2]1[CH:3]=[CH:4][C:5]([OH:17])=[C:6]2[C:10]=1[O:9][C:8]([N:11]1[CH2:12][CH2:13][CH2:14][CH2:15][CH2:16]1)=[N:7]2. Procedure: Starting from 7-bromo-4-methoxy-2-(piperidin-1-yl)-benzooxazole (9.0 g). Trituration in diethyl ether afforded the title compound as a pale brown solid (7.46 g). Starting materials: CO, CC(C)NC(=O)c1cc(Oc2ccccc2)ccc1[N+](=O)[O-], [OH-], [OH-], [Pd+2]. Yields the product CC(C)NC(=O)c1cc(Oc2ccccc2)ccc1N. RXN SMILES: [CH3:23][OH:24].[N+:1]([O-:2])(=[O:3])[c:4]1[c:5]([C:6](=[O:7])[NH:8][CH:9]([CH3:10])[CH3:11])[cH:12][c:13]([O:16][c:17]2[cH:18][cH:19][cH:20][cH:21][cH:22]2)[cH:14][cH:15]1.[OH-:25].[OH-:27].[Pd+2:26]>>[NH2:1][c:4]1[c:5]([C:6](=[O:7])[NH:8][CH:9]([CH3:10])[CH3:11])[cH:12][c:13]([O:16][c:17]2[cH:18][cH:19][cH:20][cH:21][cH:22]2)[cH:14][cH:15]1. Reactants: C1(=CC=CC=C1)CCO (phenylethyl alcohol), SCCC(=O)O (3-mercaptopropionic acid), C1(=CC=C(C=C1)S(=O)(=O)O)C (para-toluene sulphonic acid). The solvent is C(C)OCC (diethyl ether). Product: C(CC1=CC=CC=C1)OC(C(C)S)=O (PHENETHYL-2-MERCAPTOPROPIONATE). As a reaction SMILES: [C:1]1([CH2:7][CH2:8][OH:9])[CH:6]=[CH:5][CH:4]=[CH:3][CH:2]=1.S[CH2:11][CH2:12][C:13]([OH:15])=O.C1(C)C=CC([S:22](O)(=O)=O)=CC=1>C(OCC)C>[CH2:8]([O:9][C:13](=[O:15])[CH:12]([SH:22])[CH3:11])[CH2:7][C:1]1[CH:6]=[CH:5][CH:4]=[CH:3][CH:2]=1. Reported procedure: Into a 250 cc reaction flask equipped with stirrer, thermometer and reflux condenser are placed 120 grams phenylethyl alcohol; 26 grams 3-mercaptopropionic acid; and 0.5 grams of para-toluene sulphonic acid. With stirring, the reaction mass is heated to reflux and refluxed for a period of 8 hours. At the end of the 8 hour period, the reaction mass is mixed with 200 ml diethyl ether and washed with two 100 ml portions of 10% aqueous sodium bicarbonate followed by one 100 ml portion of water. The ... RXN SMILES: [CH:1](=[CH2:2])[c:3]1[cH:4][c:5]2[c:6]([n:7][n:8]1)[O:9][CH2:10][CH2:11][S:12]2.[I+3:13]([O-:14])([O-:15])([O-:16])[O-:17].[Na+:18].[O:20]1[CH2:21][CH2:22][O:23][CH2:24][CH2:25]1.[OH2:19]>>[CH:1]([c:3]1[cH:4][c:5]2[c:6]([n:7][n:8]1)[O:9][CH2:10][CH2:11][S:12]2)=[O:14]. Starting materials: C=Cc1cc2c(nn1)OCCS2, [O-][I+3]([O-])([O-])[O-], [Na+], C1COCCO1, O. Yields the product O=Cc1cc2c(nn1)OCCS2. Reactants: O (water), Cl (hydrochloric acid), ClC1=C(C(=O)N(C)C)C=CC(=C1)[N+](=O)[O-] (2-Chloro-4-nitro-N,N-dimethylbenzamide). Reagents/catalysts: [Fe] (Iron). Run in C(C)O (ethanol). Run at time 5 hour. Yields the product NC1=CC(=C(C(=O)N(C)C)C=C1)Cl (4-amino-2-chloro-N,N-dimethylbenzamide). Isolated yield 80.0%. RXN SMILES: O.Cl.[Cl:3][C:4]1[CH:14]=[C:13]([N+:15]([O-])=O)[CH:12]=[CH:11][C:5]=1[C:6]([N:8]([CH3:10])[CH3:9])=[O:7]>C(O)C.[Fe]>[NH2:15][C:13]1[CH:12]=[CH:11][C:5]([C:6]([N:8]([CH3:10])[CH3:9])=[O:7])=[C:4]([Cl:3])[CH:14]=1. Reported procedure: Iron powder (pre-reduced with hydrogen, 10.0 g) was suspended in ethanol (80 ml) and water (10 ml) and concentrated hydrochloric acid (4 ml) were added with vigorous stirring. 2-Chloro-4-nitro-N,N-dimethylbenzamide (7.50 g) was added in small portions over 15 minutes and the mixture then heated to 50°-60° C. and stirred for 5 hours. The mixture was filtered through Celite and the ethanol evaporated. Water (200 ml) and concentrated hydrochloric acid (20 ml) were added and the reaction washed with...